From a dataset of the Open Reaction Database (ORD), a public repository of structured organic reaction records. describe an organic reaction: reactants, conditions, products, and yield Reactants: [Br-], BrCCCCCBr, ClCCl, CCCC[N+](CCCC)(CCCC)CCCC, [Na+], [OH-], O=C(c1ccccc1)c1ccc(O)cc1. The product is O=C(c1ccccc1)c1ccc(OCCCCCBr)cc1. RXN SMILES: [Br-:25].[Br:3][CH2:4][CH2:5][CH2:6][CH2:7][CH2:8][Br:9].[CH2:43]([Cl:44])[Cl:45].[CH3:26][CH2:27][CH2:28][CH2:29][N+:30]([CH2:31][CH2:32][CH2:33][CH3:34])([CH2:35][CH2:36][CH2:37][CH3:38])[CH2:39][CH2:40][CH2:41][CH3:42].[Na+:2].[OH-:1].[OH:10][c:11]1[cH:12][cH:13][c:14]([C:15](=[O:16])[c:17]2[cH:18][cH:19][cH:20][cH:21][cH:22]2)[cH:23][cH:24]1>>[CH2:4]([CH2:5][CH2:6][CH2:7][CH2:8][Br:9])[O:10][c:11]1[cH:12][cH:13][c:14]([C:15](=[O:16])[c:17]2[cH:18][cH:19][cH:20][cH:21][cH:22]2)[cH:23][cH:24]1. Starting materials: CC1(C=2C=CC(=CC2C(CC1)(C)C)C(C(=O)OCC)=O)C (ethyl 5,6,7,8-tetrahydro-5,5,8,8-tetramethyl-2-naphthylglyoxylate), C(C)O (ethyl alcohol), [OH-].[Na+] (sodium hydroxide). Run in O (water). Product: CC1(C=2C=CC(=CC2C(CC1)(C)C)C(C(=O)O)=O)C (5,6,7,8-tetrahydro-5,5,8,8-tetramethyl-2-naphthylglyoxylic acid). As a reaction SMILES: [CH3:1][C:2]1([CH3:21])[CH2:11][CH2:10][C:9]([CH3:13])([CH3:12])[C:8]2[CH:7]=[C:6]([C:14](=[O:20])[C:15]([O:17]CC)=[O:16])[CH:5]=[CH:4][C:3]1=2.C(O)C.[OH-].[Na+]>O>[CH3:1][C:2]1([CH3:21])[CH2:11][CH2:10][C:9]([CH3:12])([CH3:13])[C:8]2[CH:7]=[C:6]([C:14](=[O:20])[C:15]([OH:17])=[O:16])[CH:5]=[CH:4][C:3]1=2 |f:2.3|. Procedure details: 16 g (55.6 mmol) of ethyl 5,6,7,8-tetrahydro-5,5,8,8-tetramethyl-2-naphthylglyoxylate and 50 ml of ethyl alcohol were introduced into a round-bottomed flask. A solution of 2.5 g (58.5 mmol) of sodium hydroxide in 50 ml of water was added and the mixture was heated at reflux for one hour. The reaction medium was evaporated to dryness, taken up in water and ethyl ether, the aqueous phase decanted off, acidified to pH 1 with concentrated hydrochloric acid, extracted with ethyl ether, the organic ph...